Dataset: the Open Reaction Database (ORD), a public repository of structured organic reaction records. Task: describe an organic reaction: reactants, conditions, products, and yield As a reaction SMILES: Cl[C:2]1[N:7]=[C:6]([NH:8][C:9]2[CH:14]=[CH:13][C:12]3[O:15][CH2:16][CH2:17][O:18][C:11]=3[CH:10]=2)[C:5]([F:19])=[CH:4][N:3]=1.[CH3:20][O:21][C:22]1[CH:27]=[CH:26][C:25]([O:28][CH2:29][CH2:30][NH2:31])=[CH:24][CH:23]=1>>[CH2:17]1[CH2:16][O:15][C:12]2[CH:13]=[CH:14][C:9]([NH:8][C:6]3[C:5]([F:19])=[CH:4][N:3]=[C:2]([NH:31][CH2:30][CH2:29][O:28][C:25]4[CH:26]=[CH:27][C:22]([O:21][CH3:20])=[CH:23][CH:24]=4)[N:7]=3)=[CH:10][C:11]=2[O:18]1. Starting materials: ClC1=NC=C(C(=N1)NC1=CC2=C(C=C1)OCCO2)F (2-chloro-N4-(3,4-ethylenedioxyphenyl)-5-fluoro-4-pyrimidineamine), COC1=CC=C(C=C1)OCCN (2-(4-methoxyphenyloxy)ethyl amine). The product is C1OC=2C=C(C=CC2OC1)NC1=NC(=NC=C1F)NCCOC1=CC=C(C=C1)OC (N4-(3,4-ethylenedioxyphenyl)-5-fluoro-N2-[(4-methoxyphenyloxy)ethyl]-2,4-pyrimidinediamine). Procedure details: In like manner to the preparation of N4-(3-aminophenyl)-N2-[2-(methoxycarbonyl)-benzofurane-5-yl]-5-fluoro-2,4-pyrimidinediamine, 2-chloro-N4-(3,4-ethylenedioxyphenyl)-5-fluoro-4-pyrimidineamine and 2-(4-methoxyphenyloxy)ethyl amine were reacted to give N4-(3,4-ethylenedioxyphenyl)-5-fluoro-N2-[(4-methoxyphenyloxy)ethyl]-2,4-pyrimidinediamine. LCMS: ret. time: 22.74 min.; purity: 91.9%; MS (m/e): 413.05 (MH+). Starting materials: N1=CC(=CC=C1)C1=CC=C(C=C1)C=1OC2=C(N1)C=CC=C2C(=O)N (2-(4-(Pyridin-3-yl)phenyl)benzo[d]oxazole-7-carboxamide), [H][H] (hydrogen). Reagents/catalysts: O.[Pt](=O)=O (platinum (IV) oxide monohydrate). Run in CO (methanol). Product: N1CC(CCC1)C1=CC=C(C=C1)C=1OC2=C(N1)C=CC=C2C(=O)N (2-(4-(piperidin-3-yl)phenyl)benzo[d]oxazole-7-carboxamide). Isolated yield 9.8%. As a reaction SMILES: [N:1]1[CH:6]=[CH:5][CH:4]=[C:3]([C:7]2[CH:12]=[CH:11][C:10]([C:13]3[O:14][C:15]4[C:21]([C:22]([NH2:24])=[O:23])=[CH:20][CH:19]=[CH:18][C:16]=4[N:17]=3)=[CH:9][CH:8]=2)[CH:2]=1.[H][H]>CO.O.[Pt](=O)=O>[NH:1]1[CH2:6][CH2:5][CH2:4][CH:3]([C:7]2[CH:12]=[CH:11][C:10]([C:13]3[O:14][C:15]4[C:21]([C:22]([NH2:24])=[O:23])=[CH:20][CH:19]=[CH:18][C:16]=4[N:17]=3)=[CH:9][CH:8]=2)[CH2:2]1 |f:3.4|. Reported procedure: 2-(4-(Pyridin-3-yl)phenyl)benzo[d]oxazole-7-carboxamide (100 mg, 0.35 mmol) and platinum (IV) oxide monohydrate (55 mg) in methanol (20 mL) was purged with 20 atm of hydrogen at 50° C. for 24 h. Then the mixture was filtered and adjusted to pH=9. The solvent was removed in vacuum. The crude was purified by pre-HPLC. 11 mg of 2-(4-(piperidin-3-yl)phenyl)benzo[d]oxazole-7-carboxamide was obtained, yield: 11%. 1H-NMR (400 MHz, DMSO-d6) δ 1.45 (s, 3H), 1.74-1.77 (m, 2H), 1.89-1.96 (m, 2H), 2.87-2.90... Yields the product ClC=1C=C(C=CC1)C1(CC1)NC(/C=C/[C@]12C([C@H]3CC[C@@H]4[C@]5(CC[C@@H](C([C@@H]5CC[C@]4([C@@]3(CC1)C)C)(C)C)OC(CC(C(=O)O)(C)C)=O)C)=C(C(C2)=O)C(C)C)=O (4-(((3aS,5aR,5bR,7aR,9S,11aR,11bR,13aS)-3a-((E)-3-((1-(3-Chlorophenyl)cyclopropyl)amino)-3-oxoprop-1-en-1-yl)-1-isopropyl-5a,5b,8,8,11a-pentamethyl-2-oxo-3,3a,4,5,5a,5b,6,7,7a,8,9,10,11,11a,11b,12,13,13a-octadecahydro-2H-cyclopenta[a]chrysen-9-yl)oxy)-2,2-dimethyl-4-oxobutanoic acid). Run in ClCCl (dichloromethane). Starting materials: CC(C(=O)OC(C)(C)C)(CC(=O)O[C@@H]1C([C@@H]2CC[C@]3([C@@]4(CC[C@@]5(C([C@H]4CC[C@@H]3[C@]2(CC1)C)=C(C(C5)=O)C(C)C)\C=C\C(=O)NC5(CC5)C5=CC(=CC=C5)Cl)C)C)(C)C)C (1-tert-butyl 4-((3aS,5aR,5bR,7aR,9S,11aR,11bR,13aS)-3a-((E)-3-((1-(3-chlorophenyl)cyclopropyl)amino)-3-oxoprop-1-en-1-yl)-1-isopropyl-5a,5b,8,8,11a-pentamethyl-2-oxo-3,3a,4,5,5a,5b,6,7,7a,8,9,10,11,11a,11b,12,13,13a-octadecahydro-2H-cyclopenta[a]chrysen-9-yl) 2,2-dimethylsuccinate), C(=O)(C(F)(F)F)O (TFA). Procedure details: To a solution of 1-tert-butyl 4-((3aS,5aR,5bR,7aR,9S,11aR,11bR,13aS)-3a-((E)-3-((1-(3-chlorophenyl)cyclopropyl)amino)-3-oxoprop-1-en-1-yl)-1-isopropyl-5a,5b,8,8,11a-pentamethyl-2-oxo-3,3a,4,5,5a,5b,6,7,7a,8,9,10,11,11a,11b,12,13,13a-octadecahydro-2H-cyclopenta[a]chrysen-9-yl) 2,2-dimethylsuccinate (200 mg, 0.241 mmol) in dichloromethane (5 mL) stirred at rt was added TFA (3 mL, 38.9 mmol). The reaction mixture was stirred at rt for 1 h. The mixture was evaporated to get the crude product which w... RXN SMILES: [CH3:1][C:2]([CH3:59])([CH2:10][C:11]([O:13][C@H:14]1[CH2:31][CH2:30][C@@:29]2([CH3:32])[C@@H:16]([CH2:17][CH2:18][C@:19]3([CH3:56])[C@@H:28]2[CH2:27][CH2:26][C@H:25]2[C@@:20]3([CH3:55])[CH2:21][CH2:22][C@@:23]3(/[CH:40]=[CH:41]/[C:42]([NH:44][C:45]4([C:48]5[CH:53]=[CH:52][CH:51]=[C:50]([Cl:54])[CH:49]=5)[CH2:47][CH2:46]4)=[O:43])[CH2:35][C:34](=[O:36])[C:33]([CH:37]([CH3:39])[CH3:38])=[C:24]32)[C:15]1([CH3:58])[CH3:57])=[O:12])[C:3]([O:5]C(C)(C)C)=[O:4].C(O)(C(F)(F)F)=O>ClCCl>[Cl:54][C:50]1[CH:49]=[C:48]([C:45]2([NH:44][C:42](=[O:43])/[CH:41]=[CH:40]/[C@:23]34[CH2:35][C:34](=[O:36])[C:33]([CH:37]([CH3:38])[CH3:39])=[C:24]3[C@@H:25]3[C@@:20]([CH3:55])([CH2:21][CH2:22]4)[C@@:19]4([CH3:56])[C@@H:28]([C@:29]5([CH3:32])[C@@H:16]([CH2:17][CH2:18]4)[C:15]([CH3:58])([CH3:57])[C@@H:14]([O:13][C:11](=[O:12])[CH2:10][C:2]([CH3:1])([CH3:59])[C:3]([OH:5])=[O:4])[CH2:31][CH2:30]5)[CH2:27][CH2:26]3)[CH2:47][CH2:46]2)[CH:53]=[CH:52][CH:51]=1. Run at time 1 hour. Isolated yield 53.6%.